The task is: describe an organic reaction: reactants, conditions, products, and yield. This data is from the Open Reaction Database (ORD), a public repository of structured organic reaction records. Starting materials: FC(C1(CC(C1)(OC)OC)C(=O)OC(C)C)F (Isopropyl 1-(difluoromethyl)-3,3-dimethoxycyclobutanecarboxylate), Cl (HCl). Reaction conditions: time 48 hour. Yields the product FC(C1(CC(C1)=O)C(=O)OC(C)C)F (Isopropyl 1-(difluoromethyl)-3-oxocyclobutanecarboxylate). Isolated yield 61.2%. RXN SMILES: [F:1][CH:2]([F:17])[C:3]1([C:11]([O:13][CH:14]([CH3:16])[CH3:15])=[O:12])[CH2:6][C:5](OC)([O:7]C)[CH2:4]1.Cl>>[F:1][CH:2]([F:17])[C:3]1([C:11]([O:13][CH:14]([CH3:15])[CH3:16])=[O:12])[CH2:4][C:5](=[O:7])[CH2:6]1. Reported procedure: To a stirred solution of Intermediate 304B (300 mg, 1.189 mmol) was added a conc. aq. solution of HCl (0.457 mL, 5.94 mmol) and the reaction mass was stirred at RT for 48 h. The reaction was quenched with water and extracted with DCM (2×25 mL). The organic layer was washed with water, a 10% aq. solution of NaHCO3, dried over Na2SO4, filtered and the filtrate concentrated. The crude product was purified by silica gel chromatography (4 g REDISEP® column, eluting with 25% ethyl acetate in hexanes).... Reactants: C=CC(CCCCCC)O (non-1-en-3-ol), CO (methanol), [Na+].[Br-] (NaBr), O (water). The product is O1C(COC)C1CCCCCC (2,3-epoxy-1-methoxynonane). As a reaction SMILES: [CH2:1]=[CH:2][CH:3]([OH:10])[CH2:4][CH2:5][CH2:6][CH2:7][CH2:8][CH3:9].[Na+].[Br-].[OH2:13].[CH3:14]O>>[O:10]1[CH:3]([CH2:4][CH2:5][CH2:6][CH2:7][CH2:8][CH3:9])[CH:2]1[CH2:1][O:13][CH3:14] |f:1.2|. Procedure details: Electrolyte: 300 g (2.113 moles) of non-1-en-3-ol, 60 g of NaBr, 60 g of water, and 2,580 g of methanol